This data is from the Open Reaction Database (ORD), a public repository of structured organic reaction records. The task is: describe an organic reaction: reactants, conditions, products, and yield Starting materials: N1CCOCC1 (morpholine), C(=O)(OC(C)(C)C)N[C@@H](CC1=CC=C(C=C1)F)C(=O)O (Boc-p-fluoro-L-phenylalanine). Yields the product C(=O)(OC(C)(C)C)N[C@@H](CC1=CC=C(C=C1)F)C(=O)N1CCOCC1 (N-(Boc-p-fluoro-L-phenylalanyl)morpholine). The yield is 91.0%. As a reaction SMILES: [NH:1]1[CH2:6][CH2:5][O:4][CH2:3][CH2:2]1.[C:7]([NH:14][C@H:15]([C:24](O)=[O:25])[CH2:16][C:17]1[CH:22]=[CH:21][C:20]([F:23])=[CH:19][CH:18]=1)([O:9][C:10]([CH3:13])([CH3:12])[CH3:11])=[O:8]>>[C:7]([NH:14][C@H:15]([C:24]([N:1]1[CH2:6][CH2:5][O:4][CH2:3][CH2:2]1)=[O:25])[CH2:16][C:17]1[CH:18]=[CH:19][C:20]([F:23])=[CH:21][CH:22]=1)([O:9][C:10]([CH3:12])([CH3:11])[CH3:13])=[O:8]. Procedure details: In substantially the same manner as in Example 5, morpholine (278 μl) was condensed with Boc-p-fluoro-L-phenylalanine (900 mg, manufactured by Bachera Fein Chemikalien AG, Switzerland) to give N-(Boc-p-fluoro-L-phenylalanyl)morpholine (1.02 g) as a white powder (yield 91%). After Boc group elimination with 4N HCl/ethyl acetate, the product was condensed with (2S,3S)-ethyl hydrogen trans-epoxysuccinate as obtained in Reference Example 8 (333 mg) to yield the title compound (compound 69; 520 mg) a... Starting materials: N\C(=C/C(=O)OC)\C (Methyl 3-aminocrotonate), ClC1=C(C=O)C=CC=C1 (2-chlorobenzaldehyde), C1(C=2C(C(N1CCOCC(CC(=O)OCC)=O)=O)=CC=CC2)=O (ethyl 4-(2-phthalimidoethoxy)acetoacetate). Solvent: C(C)(C)O (isopropanol). Product: ClC1=C(C=CC=C1)C1C(=C(NC(=C1C(=O)OC)C)COCCN1C(C=2C(C1=O)=CC=CC2)=O)C(=O)OCC (4-(2-chlorophenyl)-3-ethoxycarbonyl-5-methoxycarbonyl-6-methyl-2-[2-phthalimidoethoxymethyl]-1,4-dihydropyridine). RXN SMILES: [NH2:1]/[C:2](/[CH3:8])=[CH:3]\[C:4]([O:6][CH3:7])=[O:5].[Cl:9][C:10]1[CH:17]=[CH:16][CH:15]=[CH:14][C:11]=1[CH:12]=O.[C:18]1(=[O:40])[N:22]([CH2:23][CH2:24][O:25][CH2:26][C:27](=O)[CH2:28][C:29]([O:31][CH2:32][CH3:33])=[O:30])[C:21](=[O:35])[C:20]2=[CH:36][CH:37]=[CH:38][CH:39]=[C:19]12>C(O)(C)C>[Cl:9][C:10]1[CH:17]=[CH:16][CH:15]=[CH:14][C:11]=1[CH:12]1[C:3]([C:4]([O:6][CH3:7])=[O:5])=[C:2]([CH3:8])[NH:1][C:27]([CH2:26][O:25][CH2:24][CH2:23][N:22]2[C:21](=[O:35])[C:20]3=[CH:36][CH:37]=[CH:38][CH:39]=[C:19]3[C:18]2=[O:40])=[C:28]1[C:29]([O:31][CH2:32][CH3:33])=[O:30]. Procedure details: Methyl 3-aminocrotonate (72.2 g; 0.627M) and 2-chlorobenzaldehyde (88.1 g; 0.627M) were added to a solution of ethyl 4-(2-phthalimidoethoxy)acetoacetate (200 g; 0.627M) in isopropanol (1 liter) and the mixture was heated under reflux for 20 hours. The isopropanol was evaporated under reduced pressure and replaced by acetic acid (1 liter). After granulation at 10° the solid was collected and slurried in methanol (300 ml). The solid was collected by filtration and dried in vacuo at 50° to afford t... The reactants are ClCCl, CN1CCCCC1, O=C(Cl)Oc1ccccc1, CC(NC(=O)C(N)C(C)C)c1nc2cc(Cl)ccc2s1, Cl. The product is CC(NC(=O)C(NC(=O)Oc1ccccc1)C(C)C)c1nc2cc(Cl)ccc2s1. Reaction SMILES: [CH2:39]([Cl:40])[Cl:41].[CH3:1][N:2]1[CH2:3][CH2:4][CH2:5][CH2:6][CH2:7]1.[Cl:29][C:30](=[O:31])[O:32][c:33]1[cH:34][cH:35][cH:36][cH:37][cH:38]1.[Cl:9][c:10]1[cH:11][cH:12][c:13]2[c:14]([n:15][c:16]([CH:18]([CH3:19])[NH:20][C:21]([CH:22]([NH2:23])[CH:24]([CH3:25])[CH3:26])=[O:27])[s:17]2)[cH:28]1.[ClH:8]>>[Cl:9][c:10]1[cH:11][cH:12][c:13]2[c:14]([n:15][c:16]([CH:18]([CH3:19])[NH:20][C:21]([CH:22]([NH:23][C:30](=[O:31])[O:32][c:33]3[cH:34][cH:35][cH:36][cH:37][cH:38]3)[CH:24]([CH3:25])[CH3:26])=[O:27])[s:17]2)[cH:28]1.